This data is from the Open Reaction Database (ORD), a public repository of structured organic reaction records. The task is: describe an organic reaction: reactants, conditions, products, and yield The reactants are [Li]CCCC (BuLi), ClC1=CC=C(CN2C=CC3=C(C=C(C=C23)F)NC(OC(C)(C)C)=O)C=C1 (tert-butyl 1-(4-chlorobenzyl)-6-fluoro-1H-indol-4-ylcarbamate), C(=O)=O (dry ice). Solvent: C1CCOC1 (THF). Run at temperature -78 celsius, time 30 minute. Yields the product C(C)(C)(C)OC(=O)NC1=C2C=CN(C2=CC(=C1)F)C(C(=O)O)C1=CC=C(C=C1)Cl (2-(4-(tert-butoxycarbonylamino)-6-fluoro-1H-indol-1-yl)-2-(4-chlorophenyl)acetic acid). The yield is 89.0%. As a reaction SMILES: [Cl:1][C:2]1[CH:26]=[CH:25][C:5]([CH2:6][N:7]2[C:15]3[C:10](=[C:11]([NH:17][C:18](=[O:24])[O:19][C:20]([CH3:23])([CH3:22])[CH3:21])[CH:12]=[C:13]([F:16])[CH:14]=3)[CH:9]=[CH:8]2)=[CH:4][CH:3]=1.[Li]CCCC.[C:32](=[O:34])=[O:33]>C1COCC1>[C:20]([O:19][C:18]([NH:17][C:11]1[CH:12]=[C:13]([F:16])[CH:14]=[C:15]2[C:10]=1[CH:9]=[CH:8][N:7]2[CH:6]([C:5]1[CH:25]=[CH:26][C:2]([Cl:1])=[CH:3][CH:4]=1)[C:32]([OH:34])=[O:33])=[O:24])([CH3:22])([CH3:23])[CH3:21]. Procedure details: To the mixture of tert-butyl 1-(4-chlorobenzyl)-6-fluoro-1H-indol-4-ylcarbamate (8 g, 0.021 mol) in THF (300 mL) was added dropwise BuLi (2.5 M, 34 mL, 0.084 mol) at −78° C. and the mixture was stirred for another 30 min at −78° C. An excess of dry ice was added and the solution was warmed slowly to room temperature. The resulting mixture was partitioned between ethyl acetate and saturated aqueous ammonium chloride. The aqueous layer was extracted with EA and washed with brine (100 mL), dried ov... Starting materials: CCCCCC=CCCCCC#CCO, BrP(Br)Br, c1ccncc1. Yields the product CCCCCC=CCCCCC#CCBr. As a reaction SMILES: [CH2:1]([C:2]#[C:3][CH2:4][CH2:5][CH2:6][CH2:7][CH:8]=[CH:9][CH2:10][CH2:11][CH2:12][CH2:13][CH3:14])[OH:15].[P:16]([Br:17])([Br:18])[Br:19].[cH:20]1[cH:21][cH:22][n:23][cH:24][cH:25]1>>[CH2:1]([C:2]#[C:3][CH2:4][CH2:5][CH2:6][CH2:7][CH:8]=[CH:9][CH2:10][CH2:11][CH2:12][CH2:13][CH3:14])[Br:17]. RXN SMILES: [BH3:16].[CH2:17]1[O:18][CH2:19][CH2:20][CH2:21]1.[CH2:22]1[O:23][CH2:24][CH2:25][CH2:26]1.[CH:1](=[O:2])[c:3]1[cH:4][c:5]2[c:6]([s:7][c:8]([C:10](=[O:11])[O:12][CH3:13])[cH:9]2)[cH:14][cH:15]1>>[CH2:1]([OH:2])[c:3]1[cH:4][c:5]2[c:6]([s:7][c:8]([C:10](=[O:11])[O:12][CH3:13])[cH:9]2)[cH:14][cH:15]1. Starting materials: B, C1CCOC1, C1CCOC1, COC(=O)c1cc2cc(C=O)ccc2s1. Product: COC(=O)c1cc2cc(CO)ccc2s1. The reactants are cyclobutane-cis-1,2-diol, COC(C1=CC=CC=C1)(OC)OC (orthobenzoic acid trimethyl ester), C(C1=CC=CC=C1)(=O)O (benzoic acid). The product is COC1(OC2CCC2O1)C1=CC=CC=C1 (3-methoxy-3-phenyl-2,4-dioxa-bicyclo[3,2,0]heptane). Yield: 4737.1%. Reaction SMILES: [CH3:1][O:2][C:3]([O:12][CH3:13])([O:10][CH3:11])[C:4]1[CH:9]=[CH:8][CH:7]=[CH:6][CH:5]=1.[C:14](O)(=O)[C:15]1C=CC=CC=1>>[CH3:13][O:12][C:3]1([C:4]2[CH:9]=[CH:8][CH:7]=[CH:6][CH:5]=2)[O:10][CH:11]2[CH:1]([CH2:14][CH2:15]2)[O:2]1. Reported procedure: 21.5 g (0.25 mol) of cyclobutane-cis-1,2-diol, 47.8 g (0.26 mol) of orthobenzoic acid trimethyl ester and 0.5 g of benzoic acid are heated to 100° to 150° C. in the course of 3 hours. The methanol which forms is distilled off continuously. The residue is subjected to fractional distillation and gives 40.0 g (78%) of 3-methoxy-3-phenyl-2,4-dioxa-bicyclo[3,2,0]heptane (stereoisomer mixture) of boiling point0.7 92°. Reactants: CC=CCC1Cc2cc(OC)ccc2C1=O, CO, O=[O+][O-]. Yields the product COc1ccc2c(c1)CC(CC=O)C2=O. RXN SMILES: [CH2:4]([CH:5]=[CH:6][CH3:7])[CH:8]1[C:9](=[O:19])[c:10]2[cH:11][cH:12][c:13]([O:17][CH3:18])[cH:14][c:15]2[CH2:16]1.[CH3:20][OH:21].[O-:1][O+:2]=[O:3]>>[O:1]=[CH:5][CH2:4][CH:8]1[C:9](=[O:19])[c:10]2[cH:11][cH:12][c:13]([O:17][CH3:18])[cH:14][c:15]2[CH2:16]1.